From a dataset of the Open Reaction Database (ORD), a public repository of structured organic reaction records. describe an organic reaction: reactants, conditions, products, and yield Reactants: C(C1=CC=CC=C1)N(CC(CC)O)CCO (1-(benzyl(2-hydroxyethyl)amino)butan-2-ol), OS(=O)(=O)O (H2SO4), [OH-].[Na+] (NaOH). Yields the product C(C1=CC=CC=C1)N1CC(OCC1)CC (4-benzyl-2-ethylmorpholine). Procedure: To 1-(benzyl(2-hydroxyethyl)amino)butan-2-ol (2.9 g, 12.99 mmol) was added 70% H2SO4 (15 mL) and the resulting solution was heated at 140° C. for 17 h. The mixture was brough to RT, cooled to 0° C. and made alkaline with 50% NaOH. The resulting solution was diluted in water and extracted with DCM. The combined organics were dried over Na2SO4, filtered and concentrated to afford 4-benzyl-2-ethylmorpholine as a light orange oil that was used without further purification. The solvent is O (water). Run at temperature 140 celsius. As a reaction SMILES: [CH2:1]([N:8]([CH2:14][CH2:15][OH:16])[CH2:9][CH:10](O)[CH2:11][CH3:12])[C:2]1[CH:7]=[CH:6][CH:5]=[CH:4][CH:3]=1.OS(O)(=O)=O.[OH-].[Na+]>O>[CH2:1]([N:8]1[CH2:14][CH2:15][O:16][CH:10]([CH2:11][CH3:12])[CH2:9]1)[C:2]1[CH:3]=[CH:4][CH:5]=[CH:6][CH:7]=1 |f:2.3|. Reactants: C(C)(C)(C)OC(=O)N1CCN(CC1)C1=NC(=CN=C1N)Br (3′-Amino-6′-bromo-2,3,5,6-tetrahydro-[1,2′]bipyrazinyl-4-carboxylic acid tert-butyl ester), ClC=1C=C(CO)C=CC1 (3-chlorobenzyl alcohol). Product: C(C)(C)(C)OC(=O)N1CCN(CC1)C1=NC(=CN=C1N)OCC1=CC(=CC=C1)Cl (3′-Amino-6′-(3-chloro-benzyloxy)-2,3,5,6-tetrahydro-[1,2′]bipyrazinyl-4-carboxylic acid tert-butyl ester), oil. Isolated yield 34.0%. RXN SMILES: [C:1]([O:5][C:6]([N:8]1[CH2:13][CH2:12][N:11]([C:14]2[C:19]([NH2:20])=[N:18][CH:17]=[C:16](Br)[N:15]=2)[CH2:10][CH2:9]1)=[O:7])([CH3:4])([CH3:3])[CH3:2].[Cl:22][C:23]1[CH:24]=[C:25]([CH:28]=[CH:29][CH:30]=1)[CH2:26][OH:27]>>[C:1]([O:5][C:6]([N:8]1[CH2:13][CH2:12][N:11]([C:14]2[C:19]([NH2:20])=[N:18][CH:17]=[C:16]([O:27][CH2:26][C:25]3[CH:28]=[CH:29][CH:30]=[C:23]([Cl:22])[CH:24]=3)[N:15]=2)[CH2:10][CH2:9]1)=[O:7])([CH3:4])([CH3:3])[CH3:2]. Procedure details: 3′-Amino-6′-(3-chloro-benzyloxy)-2,3,5,6-tetrahydro-[1,2′]bipyrazinyl-4-carboxylic acid tert-butyl ester I-3s was prepared from 3′-Amino-6′-bromo-2,3,5,6-tetrahydro-[1,2′]bipyrazinyl-4-carboxylic acid tert-butyl ester I-3r (1.0 g, 2.8 mmol) and 3-chlorobenzyl alcohol (0.36 mL, 3.1 mmol) in a manner analogous to compound I-1b in example 1. The title compound I-3s was obtained as a red viscous oil (394 mg, 34% yield). Reactants: C1(CCCCC1)[C@@H](C(=O)OC1CCCC1)NCC=1C=CC(=NC1)CCC(=O)OCC (Ethyl 3-[5-({[(1S)-1-cyclohexyl-2-(cyclopentyloxy)-2-oxoethyl]amino}methyl)pyridin-2-yl]propanoate), Cl.NO (hydroxylamine hydrochloride), [OH-].[K+] (Potassium hydroxide). Solvent: C(C)O (ethanol), O (water). Run at time 20 minute. The product is C1(CCCCC1)[C@@H](C(=O)OC1CCCC1)NCC=1C=NC(=CC1)CCC(=O)NO (cyclopentyl (2S)-cyclohexyl[({6-[3-(hydroxyamino)-3-oxopropyl]pyridin-3-yl}methyl)amino]ethanoate). Isolated yield 16.9%. Reaction SMILES: [CH:1]1([C@H:7]([NH:16][CH2:17][C:18]2[CH:19]=[CH:20][C:21]([CH2:24][CH2:25][C:26](OCC)=[O:27])=[N:22][CH:23]=2)[C:8]([O:10][CH:11]2[CH2:15][CH2:14][CH2:13][CH2:12]2)=[O:9])[CH2:6][CH2:5][CH2:4][CH2:3][CH2:2]1.Cl.[NH2:32][OH:33].[OH-].[K+]>C(O)C.O>[CH:1]1([C@H:7]([NH:16][CH2:17][C:18]2[CH:23]=[N:22][C:21]([CH2:24][CH2:25][C:26]([NH:32][OH:33])=[O:27])=[CH:20][CH:19]=2)[C:8]([O:10][CH:11]2[CH2:15][CH2:14][CH2:13][CH2:12]2)=[O:9])[CH2:2][CH2:3][CH2:4][CH2:5][CH2:6]1 |f:1.2,3.4|. Reported procedure: Ethyl 3-[5-({[(1S)-1-cyclohexyl-2-(cyclopentyloxy)-2-oxoethyl]amino}methyl)pyridin-2-yl]propanoate (0.9 g, 2.16 mmol) and hydroxylamine hydrochloride (0.6 g, 8.64 mmol) were dissolved in ethanol (10 mL) then cooled to <5° C. Potassium hydroxide (0.97 g, 17.28 mmol) was dissolved in water (2.07 mL) and then charged to the reaction which was stirred at <5° C. for 20 min. The reaction was quenched to pH ˜7 and extracted with ethyl acetate. The combined organic layers were washed with brine, dried (... Reactants: [H][H] (hydrogen), NCC(=O)O (glycine), C(=O)P(O)(O)=O (formylphosphonic acid), NCC(=O)O (glycine). Reaction conditions: time 0.5 hour. Product: C(C(=O)O)NCP(=O)(O)O (glyphosate). Yield: 93.9%. Reaction SMILES: [NH2:1][CH2:2][C:3]([OH:5])=[O:4].[CH:6]([P:8](=[O:11])([OH:10])[OH:9])=O.[H][H]>>[CH2:2]([NH:1][CH2:6][P:8]([OH:11])([OH:10])=[O:9])[C:3]([OH:5])=[O:4]. Reported procedure: Reaction of glycine and formylphosphonic acid was carried out in the manner described in Example 2 except that the amount of glycine used was increased slightly (1.9 g; 0.025 mole), a smaller amount of catalyst was supplied (0.1 g), and the pH was adjusted to 8.0. The system was maintained at the reaction temperature and pressure for 20 hours although hydrogen uptake ceased after 0.5 hour. The analysis indicated a 93.9% yield of glyphosate salt. The reactants are ClC=1C=C(C=NC1Cl)N1C[C@@H]2CCNC[C@H]12 ((1R,6S)-8-(5,6-dichloro-3-pyridinyl)-3,8-diazabicyclo[4.2.0]octane), O.CC1=CC=C(C=C1)S(=O)(=O)O (4-methylbenzenesulfonic acid monohydrate). Yields the product CC1=CC=C(C=C1)S(=O)(=O)O.ClC=1C=C(C=NC1Cl)N1C[C@@H]2CCNC[C@H]12 ((1R,6S)-8-(5,6-dichloro-3-pyridinyl)-3,8-diazabicyclo[4.2.0]octane 4-methylbenzenesulfonate). Isolated yield 67.0%. RXN SMILES: [Cl:1][C:2]1[CH:3]=[C:4]([N:9]2[C@@H:16]3[C@@H:11]([CH2:12][CH2:13][NH:14][CH2:15]3)[CH2:10]2)[CH:5]=[N:6][C:7]=1[Cl:8].O.[CH3:18][C:19]1[CH:24]=[CH:23][C:22]([S:25]([OH:28])(=[O:27])=[O:26])=[CH:21][CH:20]=1>>[CH3:18][C:19]1[CH:20]=[CH:21][C:22]([S:25]([OH:28])(=[O:27])=[O:26])=[CH:23][CH:24]=1.[Cl:1][C:2]1[CH:3]=[C:4]([N:9]2[C@@H:16]3[C@@H:11]([CH2:12][CH2:13][NH:14][CH2:15]3)[CH2:10]2)[CH:5]=[N:6][C:7]=1[Cl:8] |f:1.2,3.4|. Procedure details: The product of Example 94B (74 mg, 0.288 mmol) and 4-methylbenzenesulfonic acid monohydrate (55 mg, 0.288 mmol) were combined according to the procedure described in Example 91C to provide the title compound (83 mg, 0.193 mmol, 67% yield). 1H NMR (CH3OH-d4, 300 MHz) δ2.04 (m, 1H), 2.31 (m, 1H), 2.36 (S, 2H), 2.88 (m, 1H), 3.17 (ddd, J=11.8, 7.8, 4.0 Hz, 1H), 3.29 (m, 1H), 3.56 (ddd, J=13.2, 9.1, 4.4 Hz, 1H), 3.64 (dd, J=14.6, 2.0 Hz, 1H) 3.80 (dd, J=7.4, 2.7 Hz, 1H), 3.89 (t, J=7.4 Hz, 1H), 4.41... Starting materials: C(C)(=O)OC(C)=O (acetic anhydride), NC1=CC=NN1C1=NN(C(=C1)OC(F)F)C (5-Amino-1-(5-difluoromethoxy-1-methyl-3-pyrazolyl)pyrazole), C(C)(=O)OC(C)=O (acetic anhydride), [N+](=O)(O)[O-] (nitric acid), ice water. Run in C(C)(=O)O (acetic acid). Conditions: time 3 hour. The product is NC1=C(C=NN1C1=NN(C(=C1)OC(F)F)C)[N+](=O)[O-] (5-Amino-4-nitro-1-(5-difluoromethoxy-1-methyl-3-pyrazolyl)-pyrazole). RXN SMILES: [NH2:1][C:2]1[N:6]([C:7]2[CH:11]=[C:10]([O:12][CH:13]([F:15])[F:14])[N:9]([CH3:16])[N:8]=2)[N:5]=[CH:4][CH:3]=1.C(OC(=O)C)(=O)C.[N+:24]([O-])([OH:26])=[O:25]>C(O)(=O)C>[NH2:1][C:2]1[N:6]([C:7]2[CH:11]=[C:10]([O:12][CH:13]([F:14])[F:15])[N:9]([CH3:16])[N:8]=2)[N:5]=[CH:4][C:3]=1[N+:24]([O-:26])=[O:25]. Reported procedure: 15 g (0.065 mol) 5-Amino-1-(5-difluoromethoxy-1-methyl-3-pyrazolyl)pyrazole was dissolved in 60 ml acetic acid and treated with 7.35 g (0.072 mol) acetic anhydride. After stirring at room temperature for 3 hours, the reaction mixture was cooled to 10° C. 4.95 g (0.078 mol) Fuming nitric acid was added dropwise and the mixture treated with 8.0 g (0.078 mol) acetic anhydride. After stirring for 18 hours at room temperature, the reaction mixture was added to 500 ml ice-water. It was extracted three... The reactants are N#Cc1ccc(Br)cc1F, O=C([O-])[O-], [Cs+], [Cs+], CN(C)C=O, O, COc1c(O)cccc1C=O. Yields the product COc1c(C=O)cccc1Oc1cc(Br)ccc1C#N. RXN SMILES: [Br:1][c:2]1[cH:3][c:4]([F:10])[c:5]([C:6]#[N:7])[cH:8][cH:9]1.[C:22](=[O:23])([O-:24])[O-:25].[Cs+:26].[Cs+:27].[O:29]=[CH:30][N:31]([CH3:32])[CH3:33].[OH2:28].[OH:11][c:12]1[c:13]([O:20][CH3:21])[c:14]([CH:15]=[O:16])[cH:17][cH:18][cH:19]1>>[Br:1][c:2]1[cH:3][c:4]([O:11][c:12]2[c:13]([O:20][CH3:21])[c:14]([CH:15]=[O:16])[cH:17][cH:18][cH:19]2)[c:5]([C:6]#[N:7])[cH:8][cH:9]1.